From a dataset of the Open Reaction Database (ORD), a public repository of structured organic reaction records. describe an organic reaction: reactants, conditions, products, and yield The reactants are OCC(COCc1ccccc1)Oc1ccc(C(F)(F)F)nc1Cl, COCCOC, [H-], [Na+], [Na+], O=C([O-])O. Product: FC(F)(F)c1ccc2c(n1)OCC(COCc1ccccc1)O2. RXN SMILES: [CH2:3]([c:4]1[cH:5][cH:6][cH:7][cH:8][cH:9]1)[O:10][CH2:11][CH:12]([CH2:13][OH:14])[O:15][c:16]1[c:17]([Cl:26])[n:18][c:19]([C:22]([F:23])([F:24])[F:25])[cH:20][cH:21]1.[CH3:32][O:33][CH2:34][CH2:35][O:36][CH3:37].[H-:1].[Na+:2].[Na+:31].[O-:27][C:28]([OH:29])=[O:30]>>[CH2:3]([c:4]1[cH:5][cH:6][cH:7][cH:8][cH:9]1)[O:10][CH2:11][CH:12]1[CH2:13][O:14][c:17]2[c:16]([cH:21][cH:20][c:19]([C:22]([F:23])([F:24])[F:25])[n:18]2)[O:15]1. The reactants are FC(C(=O)O)(F)F.C(C)(C)(C)OC(CN[C@@H]1C(N(CC1)CC1=CC=C2C(=NC=NC2=C1)N)=O)=O ({[1-(4-aminoquinazolin-7-ylmethyl)-2-oxopyrrolidin-3-(S)-yl]amino}acetic acid tert-butyl ester trifluoroacetate), ClC1=CC=C(S1)C=CCBr (3-(5-chlorothiophen-2-yl)allyl bromide), BrCC=1N(C2=CC=C(C=C2C1)Cl)C(=O)OC(C)(C)C (2-bromomethyl-1-tert-butoxycarbonyl-5-chloroindole). Yields the product FC(C(=O)O)(F)F.COC(CN(CC=CC=1SC(=CC1)Cl)[C@@H]1C(N(CC1)C(C1=CC=C2C=NC=NC2=C1)N)=O)=O ({[1-(Aminoquinazolin-7-ylmethyl)-2-oxopyrrolidin-3-(S)-yl][3-(5-chlorothiophen-2-yl)allyl]amino}acetic acid methyl ester trifluoroacetate). Reaction SMILES: [F:1][C:2]([F:7])([F:6])[C:3]([OH:5])=[O:4].[C:8]([O:12][C:13](=[O:34])[CH2:14][NH:15][C@H:16]1[CH2:20][CH2:19][N:18]([CH2:21][C:22]2[CH:31]=[C:30]3[C:25]([C:26](N)=[N:27][CH:28]=[N:29]3)=[CH:24][CH:23]=2)[C:17]1=[O:33])(C)(C)C.[Cl:35][C:36]1[S:40][C:39]([CH:41]=[CH:42][CH2:43]Br)=[CH:38][CH:37]=1.BrCC1[N:48](C(OC(C)(C)C)=O)C2C(C=1)=CC(Cl)=CC=2>>[F:1][C:2]([F:7])([F:6])[C:3]([OH:5])=[O:4].[CH3:8][O:12][C:13](=[O:34])[CH2:14][N:15]([C@H:16]1[CH2:20][CH2:19][N:18]([CH:21]([NH2:48])[C:22]2[CH:31]=[C:30]3[C:25]([CH:26]=[N:27][CH:28]=[N:29]3)=[CH:24][CH:23]=2)[C:17]1=[O:33])[CH2:43][CH:42]=[CH:41][C:39]1[S:40][C:36]([Cl:35])=[CH:37][CH:38]=1 |f:0.1,4.5|. Procedure details: Same procedure as EXAMPLE 103, but using {[1-(4-aminoquinazolin-7-ylmethyl)-2-oxopyrrolidin-3-(S)-yl]amino}acetic acid tert-butyl ester trifluoroacetate instead of 3-(S)-amino-1-(4-aminoquinazolin-7-ylmethyl)pyrrolidin-2-one hydrochloride, and 3-(5-chlorothiophen-2-yl)allyl bromide instead of added 2-bromomethyl-1-tert-butoxycarbonyl-5-chloroindole. The reactants are COC1=CC=C(C=C1)C=1OC=2C(N1)=C(C=CC2)C(=O)OC (Methyl 2-(4-methoxyphenyl)benzoxazole-4-carboxylate), N (ammonia), N (ammonia). Yields the product COC1=CC=C(C=C1)C=1OC=2C(N1)=C(C=CC2)C(=O)N (2-(4-Methoxyphenyl)benzoxazole-4-carboxamide). Reaction SMILES: [CH3:1][O:2][C:3]1[CH:8]=[CH:7][C:6]([C:9]2[O:10][C:11]3[C:12](=[C:14]([C:18]([O:20]C)=O)[CH:15]=[CH:16][CH:17]=3)[N:13]=2)=[CH:5][CH:4]=1.[NH3:22]>>[CH3:1][O:2][C:3]1[CH:8]=[CH:7][C:6]([C:9]2[O:10][C:11]3[C:12](=[C:14]([C:18]([NH2:22])=[O:20])[CH:15]=[CH:16][CH:17]=3)[N:13]=2)=[CH:5][CH:4]=1. Reported procedure: Methyl 2-(4-methoxyphenyl)benzoxazole-4-carboxylate was dissolved in liquid ammonia (30 ml) and sealed in an autoclave. The reaction mixture was left at 55° C., 20 bar for >20 hours. Once the reaction was complete the ammonia was removed and the resulting solid recrystallised from boiling ethyl acetate and petrol. The reactants are C(C)(=O)[O-].[Na+] (Sodium acetate), BrC=1C=C(C=CC1O)CC(=O)O (3-bromo-4-hydroxyphenylacetic acid), aqueous solution, Cl (hydrochloric acid), aqueous solution, [OH-].[Na+] (sodium hydroxide). Solvent: C(C)(=O)OC(C)=O (acetic anhydride). Product: BrC=1C=C(C=CC1O)CC(=O)C (1-(3-bromo-4-hydroxyphenyl) acetone). Yield: 78.6%. Reaction SMILES: [C:1]([O-:4])(=O)[CH3:2].[Na+].[Br:6][C:7]1[CH:8]=[C:9]([CH2:14]C(O)=O)[CH:10]=[CH:11][C:12]=1[OH:13].[OH-].[Na+].Cl>C(OC(=O)C)(=O)C>[Br:6][C:7]1[CH:8]=[C:9]([CH2:14][C:1]([CH3:2])=[O:4])[CH:10]=[CH:11][C:12]=1[OH:13] |f:0.1,3.4|. Procedure: Sodium acetate (50.5 g) was added to a solution of 3-bromo-4-hydroxyphenylacetic acid (28.5 g) in acetic anhydride (100 ml) and the mixture was refluxed with heating for 21 hours. After cooling to room temperature, 20% aqueous solution of sodium hydroxide was added to the reaction mixture to adjust to pH 11. The mixture was refluxed with heating for one hour. After cooling to room temperature, 10% aqueous solution of hydrochloric acid was added to the reaction mixture to adjust to pH 6. The mixt... Reactants: C(CCC)C/1=CN(S\C1=N/C(=O)C1(C(C(CC1)C(=O)O)(C)C)C)C(C)(C)C (3-({[(5Z)-4-butyl-2-tert-butylisothiazol-5(2H)-ylidene]amino}carbonyl)-2,2,3-trimethylcyclopentanecarboxylic acid), Cl.FC1(CNC1)F (3,3-difluoroazetidine hydrochloride). The product is C(CCC)C/1=CN(S\C1=N/C(=O)C1(C(C(CC1)C(=O)N1CC(C1)(F)F)(C)C)C)C(C)(C)C (N-[(5Z)-4-butyl-2-tert-butylisothiazol-5(2H)-ylidene]-3-[(3,3-difluoroazetidin-1-yl)carbonyl]-1,2,2-trimethylcyclopentanecarboxamide). RXN SMILES: [CH2:1]([C:5]1=[CH:6][N:7]([C:24]([CH3:27])([CH3:26])[CH3:25])[S:8]/[C:9]/1=[N:10]\[C:11]([C:13]1([CH3:23])[CH2:17][CH2:16][CH:15]([C:18]([OH:20])=O)[C:14]1([CH3:22])[CH3:21])=[O:12])[CH2:2][CH2:3][CH3:4].Cl.[F:29][C:30]1([F:34])[CH2:33][NH:32][CH2:31]1>>[CH2:1]([C:5]1=[CH:6][N:7]([C:24]([CH3:25])([CH3:26])[CH3:27])[S:8]/[C:9]/1=[N:10]\[C:11]([C:13]1([CH3:23])[CH2:17][CH2:16][CH:15]([C:18]([N:32]2[CH2:33][C:30]([F:34])([F:29])[CH2:31]2)=[O:20])[C:14]1([CH3:21])[CH3:22])=[O:12])[CH2:2][CH2:3][CH3:4] |f:1.2|. Reported procedure: The product from Example 96 and 3,3-difluoroazetidine hydrochloride (Oakwood)) were processed using the method described in Example 99 to afford the title compound. 1H NMR (DMSO-d6) δ 0.51 (s, 3H), 0.90 (t, J=7.3 Hz, 3H), 1.22 (s, 3H), 1.25 (s, 3H), 1.26-1.36 (m, 2H), 1.39-1.48 (m, 1H), 1.57 (s, 9H), 1.57-1.78 (m, 3H), 1.93-2.07 (m, 1H), 2.62-2.67 (m, 2H), 2.72-2.83 (m, 1H), 2.88-2.94 (m, 1H), 4.14-4.37 (m, 2H), 4.41-4.52 (m, 1H), 4.73-4.86 (m, 1H), 8.50 (s, 1H). MS (ESI+) m/z 470 (M+H)+. Anal. ... The reactants are S(=O)(Cl)Cl (Thionyl chloride), NC(=O)C=1C=NN(C1)C1=C(C=C(C=C1)NC(OCC1=CC=CC=C1)=O)F (benzyl 4-[4-(aminocarbonyl)-1H-pyrazol-1-yl]-3-fluorophenylcarbamate), NC(=O)C=1C=NN(C1)C1=C(C=C(C=C1)NC(OCC1=CC=CC=C1)=O)F (benzyl 4-[4-(aminocarbonyl)-1H-pyrazol-1-yl]-3-fluorophenylcarbamate). Solvent: CN(C)C=O (DMF). Conditions: time 1 hour. Product: FC=1C=C(C=CC1N1N=CC(=C1)C#N)NC(OCC1=CC=CC=C1)=O (Benzyl 3-Fluoro-4-(4-cyano-1H-pyrazol-1-yl)phenylcarbamate). Yield: 98.6%. Reaction SMILES: S(Cl)(Cl)=O.[NH2:5][C:6]([C:8]1[CH:9]=[N:10][N:11]([C:13]2[CH:18]=[CH:17][C:16]([NH:19][C:20](=[O:29])[O:21][CH2:22][C:23]3[CH:28]=[CH:27][CH:26]=[CH:25][CH:24]=3)=[CH:15][C:14]=2[F:30])[CH:12]=1)=O>CN(C=O)C>[F:30][C:14]1[CH:15]=[C:16]([NH:19][C:20](=[O:29])[O:21][CH2:22][C:23]2[CH:28]=[CH:27][CH:26]=[CH:25][CH:24]=2)[CH:17]=[CH:18][C:13]=1[N:11]1[CH:12]=[C:8]([C:6]#[N:5])[CH:9]=[N:10]1. Reported procedure: Thionyl chloride (0.23 ml) was added to a stirred solution of benzyl 4-[4-(aminocarbonyl)-1H-pyrazol-1-yl]-3-fluorophenylcarbamate (Intermediate 40) (0.76 g, 2.14 mmol) in DMF (20 ml) at 0° C. The resulting mixture was warmed to room temperature and stirred for 1 hour. It was quenched with aqueous saturated sodium bicarbonate solution, extracted with ethyl acetate, dried over sodium sulfate and solvent was removed under vacuum to give the title product (0.71 g). Starting materials: [OH-].[Na+] (Sodium hydroxide), Cl (hydrogen chloride), C(C)OC(CC(=O)[C@H]1C[C@@H](N(CC1)C(=O)OC)CC1=CC=C(C=C1)F)=O (Trans-methyl 4-(3-ethoxy-3-oxopropanoyl)-2-(4-fluorobenzyl)piperidine-1-carboxylate), NO (Hydroxylamine). Run in O (water), CO (MeOH). Reaction conditions: temperature -40 celsius, time 20 minute. The product is FC1=CC=C(C[C@@H]2N(CC[C@H](C2)C2=CC(NO2)=O)C(=O)OC)C=C1 (Trans-methyl 2-(4-fluorobenzyl)-4-(3-oxo-2,3-dihydroisoxazol-5-yl)piperidine-1-carboxylate). The yield is 64.6%. RXN SMILES: C([O:3][C:4](=O)[CH2:5][C:6]([C@@H:8]1[CH2:13][CH2:12][N:11]([C:14]([O:16][CH3:17])=[O:15])[C@@H:10]([CH2:18][C:19]2[CH:24]=[CH:23][C:22]([F:25])=[CH:21][CH:20]=2)[CH2:9]1)=[O:7])C.[OH-].[Na+].[NH2:29]O.Cl>CO.O>[F:25][C:22]1[CH:23]=[CH:24][C:19]([CH2:18][C@H:10]2[CH2:9][C@H:8]([C:6]3[O:7][NH:29][C:4](=[O:3])[CH:5]=3)[CH2:13][CH2:12][N:11]2[C:14]([O:16][CH3:17])=[O:15])=[CH:20][CH:21]=1 |f:1.2|. Reported procedure: Trans-methyl 4-(3-ethoxy-3-oxopropanoyl)-2-(4-fluorobenzyl)piperidine-1-carboxylate (0.454 g, 1.24 mmol) (from example 97, step 1) was dissolved in MeOH (5 mL) and cooled to −40° C. under nitrogen. Sodium hydroxide (0.050 g, 1.24 mmol) dissolved in water (1 mL) was added during 10 min and the colourless solution continued to stir at −40° C. for 20 min. Hydroxylamine (50% by weight in water, 0.076 mL, 1.24 mmol) was added during 5 min. The resulting solution was stirred at −40° C. for 2 h. The mi... The reactants are NN=C(c1ccccc1)c1ccccc1, O=C([O-])[O-], CC(=O)[O-], CC(=O)[O-], Cc1ccccc1, [Cs+], [Cs+], O=S(=O)(Oc1ccc2ncccc2c1)C(F)(F)F, [Pd+2]. The product is c1ccc(C(=NNc2ccc3ncccc3c2)c2ccccc2)cc1. RXN SMILES: [C:19]([c:20]1[cH:21][cH:22][cH:23][cH:24][cH:25]1)([c:26]1[cH:27][cH:28][cH:29][cH:30][cH:31]1)=[N:32][NH2:33].[C:34](=[O:35])([O-:36])[O-:37].[C:47]([O-:48])(=[O:49])[CH3:50].[C:52]([O-:53])(=[O:54])[CH3:55].[CH3:40][c:41]1[cH:42][cH:43][cH:44][cH:45][cH:46]1.[Cs+:38].[Cs+:39].[F:1][C:2]([F:3])([F:4])[S:5]([O:6][c:7]1[cH:8][c:9]2[cH:10][cH:11][cH:12][n:13][c:14]2[cH:15][cH:16]1)(=[O:17])=[O:18].[Pd+2:51]>>[c:7]1([NH:33][N:32]=[C:19]([c:20]2[cH:21][cH:22][cH:23][cH:24][cH:25]2)[c:26]2[cH:27][cH:28][cH:29][cH:30][cH:31]2)[cH:8][c:9]2[cH:10][cH:11][cH:12][n:13][c:14]2[cH:15][cH:16]1.